Task: describe an organic reaction: reactants, conditions, products, and yield. Dataset: the Open Reaction Database (ORD), a public repository of structured organic reaction records The reactants are O=C([O-])[O-], CC(C)(C)OC(=O)N1CCN(c2ncnc3[nH]cnc23)CC1, CCOC(C)=O, CN(C)C=O, CI, [K+], [K+], O. Product: Cn1cnc2c(N3CCN(C(=O)OC(C)(C)C)CC3)ncnc21. Reaction SMILES: [C:1](=[O:2])([O-:3])[O-:4].[C:9]([CH3:10])([CH3:11])([CH3:12])[O:13][C:14](=[O:15])[N:16]1[CH2:17][CH2:18][N:19]([c:22]2[c:23]3[n:24][cH:25][nH:26][c:27]3[n:28][cH:29][n:30]2)[CH2:20][CH2:21]1.[CH3:31][CH2:32][O:33][C:34](=[O:35])[CH3:36].[CH3:37][N:38]([CH3:39])[CH:40]=[O:41].[CH3:7][I:8].[K+:5].[K+:6].[OH2:42]>>[CH3:1][n:26]1[cH:25][n:24][c:23]2[c:22]([N:19]3[CH2:18][CH2:17][N:16]([C:14]([O:13][C:9]([CH3:10])([CH3:11])[CH3:12])=[O:15])[CH2:21][CH2:20]3)[n:30][cH:29][n:28][c:27]21. Reactants: Cn1cccc1C=O, CCO, CC1N(C)C=C[NH+]1C, [I-], [K+], [OH-], O. Product: CN1C=C[NH+](C)C1C=Cc1cccn1C, [I-]. RXN SMILES: [CH3:12][n:13]1[c:14]([CH:18]=[O:19])[cH:15][cH:16][cH:17]1.[CH3:21][CH2:22][OH:23].[CH3:2][NH+:3]1[CH:4]([CH3:9])[N:5]([CH3:8])[CH:6]=[CH:7]1.[I-:1].[K+:11].[OH-:10].[OH2:20]>>[CH3:2][NH+:3]1[CH:4]([CH:9]=[CH:18][c:14]2[n:13]([CH3:12])[cH:17][cH:16][cH:15]2)[N:5]([CH3:8])[CH:6]=[CH:7]1.[I-:1]. The reactants are C(C)(C)(C)OC(=O)N1[C@@H](CC(C1)=NOC)C(=O)O ((2S,4EZ)-1-(tert-butoxycarbonyl)-4-(methoxyimino)-2-pyrrolidinecarboxylic acid), C1(=CC=C(C=C1)C(=O)Cl)C1=CC=CC=C1 ([1,1′-biphenyl]-4-carbonyl chloride), C(C1=CC=CC=C1)N (benzylamine). Reaction SMILES: C(O[C:6]([N:8]1[CH2:12][C:11](=[N:13][O:14][CH3:15])[CH2:10][C@H:9]1[C:16]([OH:18])=O)=[O:7])(C)(C)C.[C:19]1([C:28]2[CH:33]=[CH:32][CH:31]=[CH:30][CH:29]=2)[CH:24]=[CH:23][C:22](C(Cl)=O)=[CH:21][CH:20]=1.[CH2:34]([NH2:41])[C:35]1[CH:40]=[CH:39][CH:38]=[CH:37][CH:36]=1>>[CH2:34]([NH:41][C:16]([C@@H:9]1[CH2:10][C:11](=[N:13][O:14][CH3:15])[CH2:12][N:8]1[C:6]([C:31]1[CH:30]=[CH:29][C:28]([C:19]2[CH:20]=[CH:21][CH:22]=[CH:23][CH:24]=2)=[CH:33][CH:32]=1)=[O:7])=[O:18])[C:35]1[CH:40]=[CH:39][CH:38]=[CH:37][CH:36]=1. Product: C(C1=CC=CC=C1)NC(=O)[C@H]1N(CC(C1)=NOC)C(=O)C1=CC=C(C=C1)C1=CC=CC=C1 ((2S,4EZ)-N-benzyl-1-([1,1′-biphenyl]-4-ylcarbonyl)-4-(methoxyimino)-2-pyrrolidinecarboxamide). Procedure: Following the general method as outlined in Example 22, starting from (2S,4EZ)-1-(tert-butoxycarbonyl)-4-(methoxyimino)-2-pyrrolidinecarboxylic acid, [1,1′-biphenyl]-4-carbonyl chloride, and benzylamine the title compound was obtained in 72% purity by LC/MS. MS(ESI+): m/z=428.2. The product is OC1Cc2c(Cl)cccc2Sc2ccc(C(F)(F)F)cc21. Reaction SMILES: [BH3:22].[CH3:24][OH:25].[F:1][C:2]([c:3]1[cH:4][c:5]2[c:6]([cH:18][cH:19]1)[S:7][c:8]1[c:9]([c:13]([Cl:17])[cH:14][cH:15][cH:16]1)[CH2:10][C:11]2=[O:12])([F:20])[F:21].[Na:23]>>[F:1][C:2]([c:3]1[cH:4][c:5]2[c:6]([cH:18][cH:19]1)[S:7][c:8]1[c:9]([c:13]([Cl:17])[cH:14][cH:15][cH:16]1)[CH2:10][CH:11]2[OH:12])([F:20])[F:21]. The reactants are B, CO, O=C1Cc2c(Cl)cccc2Sc2ccc(C(F)(F)F)cc21, [Na]. The reactants are C1=C(C=CC=2CCCCC12)OCCOC1=CC=C(C=C(C(=O)OC)C(=O)OC)C=C1 (dimethyl 4-[2-(5,6,7,8-tetrahydro-2-naphthoxy)ethoxy]benzylidenemalonate), [H][H] (hydrogen). The reagents and catalysts are [Pd] (palladium on charcoal). Solvent: CO (methanol), O1CCOCC1 (1,4-dioxane). The product is C1=C(C=CC=2CCCCC12)OCCOC1=CC=C(CC(C(=O)OC)C(=O)OC)C=C1 (dimethyl 4-[2-(5,6,7,8-tetrahydro-2-naphthoxy)ethoxy]benzylmalonate). Yield: 95.7%. As a reaction SMILES: [CH:1]1[C:10]2[CH2:9][CH2:8][CH2:7][CH2:6][C:5]=2[CH:4]=[CH:3][C:2]=1[O:11][CH2:12][CH2:13][O:14][C:15]1[CH:30]=[CH:29][C:18]([CH:19]=[C:20]([C:25]([O:27][CH3:28])=[O:26])[C:21]([O:23][CH3:24])=[O:22])=[CH:17][CH:16]=1.[H][H]>CO.O1CCOCC1.[Pd]>[CH:1]1[C:10]2[CH2:9][CH2:8][CH2:7][CH2:6][C:5]=2[CH:4]=[CH:3][C:2]=1[O:11][CH2:12][CH2:13][O:14][C:15]1[CH:30]=[CH:29][C:18]([CH2:19][CH:20]([C:25]([O:27][CH3:28])=[O:26])[C:21]([O:23][CH3:24])=[O:22])=[CH:17][CH:16]=1. Reported procedure: To a solution of dimethyl 4-[2-(5,6,7,8-tetrahydro-2-naphthoxy)ethoxy]benzylidenemalonate (2.24 g, 5.47 mmol) in a mixture of methanol (20 ml) and 1,4-dioxane (150 ml) is added 5% palladium on charcoal (1.20 g). Then the mixture is stirred under an atmosphere of hydrogen at room temperature until hydrogen uptake ceased. The solution is filtered through Celite, and the filtrate is evaporated under a vacuum. The residue is crystallized from ethyl acetate to give the title compound (2.16 g, 96%). H... Starting materials: [OH-].[K+] (potassium hydroxide), C(C)(C)OC(C)C (isopropyl ether), O1CCN(CC1)C(C)O (morpholinoethanol), NC1=NC2=NC(=CC=C2C=C1)Cl (2-amino-7-chloro-1,8-naphthyridine). The reagents and catalysts are C(COCCOC)N(CCOCCOC)CCOCCOC (Tris(3,6-dioxaheptyl)amine). The solvent is ClC1=CC=CC=C1 (chlorobenzene), C(Cl)Cl (methylene chloride). Product: NC1=NC2=NC(=CC=C2C=C1)OCCN1CCOCC1 (2-Amino-7-(2-morpholinoethoxy)-1,8-naphthyridine). Reaction SMILES: [OH-].[K+].[O:3]1[CH2:8][CH2:7][N:6]([CH:9](O)[CH3:10])[CH2:5][CH2:4]1.[NH2:12][C:13]1[CH:22]=[CH:21][C:20]2[C:15](=[N:16][C:17](Cl)=[CH:18][CH:19]=2)[N:14]=1.C([O:27]C(C)C)(C)C>ClC1C=CC=CC=1.C(Cl)Cl.C(N(CCOCCOC)CCOCCOC)COCCOC>[NH2:12][C:13]1[CH:22]=[CH:21][C:20]2[C:15](=[N:16][C:17]([O:27][CH2:10][CH2:9][N:6]3[CH2:7][CH2:8][O:3][CH2:4][CH2:5]3)=[CH:18][CH:19]=2)[N:14]=1 |f:0.1|. Procedure details: Tris(3,6-dioxaheptyl)amine (1.47 g), pulverized potassium hydroxide (80% pure, 6.75 g) and morpholinoethanol (12 g) are added to a suspension of 2-amino-7-chloro-1,8-naphthyridine (16.2 g) in chlorobenzene (450 cc). The mixture is brought to 120° C. and maintained at this temperature for 3 hours. The suspension obtained after cooling is separated by filtration. The separated product is washed with chlorobenzene (3×50 cc) and water (3×50 cc). The solid obtained is redissolved in methylene chlorid... The reactants are ClC(C(=O)OCC)C(CCC)=O (ethyl 2-chloro-3-oxohexanoate), C(C)(=O)[O-].[NH4+] (ammonium acetate). The solvent is CO (methanol). Yields the product NC(=C(C(=O)OCC)Cl)CCC (Ethyl 3-amino-2-chloro-2-hexenoate). Isolated yield 95.5%. Reaction SMILES: [Cl:1][CH:2]([C:8](=O)[CH2:9][CH2:10][CH3:11])[C:3]([O:5][CH2:6][CH3:7])=[O:4].C([O-])(=O)C.[NH4+:17]>CO>[NH2:17][C:8]([CH2:9][CH2:10][CH3:11])=[C:2]([Cl:1])[C:3]([O:5][CH2:6][CH3:7])=[O:4] |f:1.2|. Procedure details: 61.5 g (0.32 mol) of ethyl 2-chloro-3-oxohexanoate are reacted with 61.5 g (0.80 mol) of ammonium acetate in 120 ml of methanol and worked up in analogy to Example 2. Yield: 95.5% [GC] Reactants: CON=C1CCc2cc(-c3cnn(C)c3-c3ccncc3)ccc21, CC(C)=O, Cl, C1COCCO1. Product: Cn1ncc(-c2ccc3c(c2)CCC3=O)c1-c1ccncc1. RXN SMILES: [CH3:1][O:2][N:3]=[C:4]1[CH2:5][CH2:6][c:7]2[cH:8][c:9](-[c:13]3[cH:14][n:15][n:16]([CH3:24])[c:17]3-[c:18]3[cH:19][cH:20][n:21][cH:22][cH:23]3)[cH:10][cH:11][c:12]21.[CH3:32][C:33](=[O:34])[CH3:35].[ClH:25].[O:26]1[CH2:27][CH2:28][O:29][CH2:30][CH2:31]1>>[C:4]1(=[O:26])[CH2:5][CH2:6][c:7]2[cH:8][c:9](-[c:13]3[cH:14][n:15][n:16]([CH3:24])[c:17]3-[c:18]3[cH:19][cH:20][n:21][cH:22][cH:23]3)[cH:10][cH:11][c:12]21.